From a dataset of the Open Reaction Database (ORD), a public repository of structured organic reaction records. describe an organic reaction: reactants, conditions, products, and yield The reactants are N[C@@H](C)C(=O)O (L-alanine), alcohol, O.C1(=CC=C(C=C1)S(=O)(=O)O)C (p-toluenesulfonic acid hydrate), C(CCCCCCCCCCCCC)O (myristyl alcohol). Run in C1=CC=CC=C1 (benzene), C1=CC=CC=C1 (benzene), C1=CC=CC=C1 (benzene), O (water). Reaction conditions: time 11 hour. Yields the product C(CCCCCCCCCCCCC)OC([C@@H](N)C)=O (L-alanine myristyl ester). The yield is 96.0%. Reaction SMILES: [NH2:1][C@H:2]([C:4]([OH:6])=[O:5])[CH3:3].O.C1(C)C=CC(S(O)(=O)=O)=CC=1.[CH2:19](O)[CH2:20][CH2:21][CH2:22][CH2:23][CH2:24][CH2:25][CH2:26][CH2:27][CH2:28][CH2:29][CH2:30][CH2:31][CH3:32]>C1C=CC=CC=1.O>[CH2:32]([O:5][C:4](=[O:6])[C@H:2]([CH3:3])[NH2:1])[CH2:31][CH2:30][CH2:29][CH2:28][CH2:27][CH2:26][CH2:25][CH2:24][CH2:23][CH2:22][CH2:21][CH2:20][CH3:19] |f:1.2|. Procedure details: 4.46 g (0.05 mole) of L-alanine was taken, 11.4 g (0.06 mole) of p-toluenesulfonic acid hydrate was taken, and 11.79 g (0.055 mole) of myristyl alcohol was taken as an alcohol. After 200 ml of benzene was added thereto as a solvent, these materials were stirred and mixed well. The resulting reaction mixture was heated at the reflux temperature of benzene to carry out the esterification reaction. In this case, water was formed with the progress of the esterification reaction and released in the f... Reactants: [Si](C)(C)(C(C)(C)C)OC\C=N\[S@@](=O)C(C)(C)C ((S,E)-N-(2-((tert-butyldimethylsilyl)oxy)ethylidene)-2-methylpropane-2-sulfinamide), C(C)[Mg]Br (ethyl magnesium bromide), CCOCC (Et2O), C(#C)C1CC1 (ethynylcyclopropane). Run in C(Cl)Cl (DCM), C1CCOC1 (THF). Conditions: temperature 50 celsius. Yields the product [Si](C)(C)(C(C)(C)C)OC[C@H](C#CC1CC1)N[S@@](=O)C(C)(C)C ((S)—N—((S)-1-((tert-butyldimethylsilyl)oxy)-4-cyclopropylbut-3-yn-2-yl)-2-methylpropane-2-sulfinamide). As a reaction SMILES: C([Mg]Br)C.CCOCC.[C:10]([CH:12]1[CH2:14][CH2:13]1)#[CH:11].[Si:15]([O:22][CH2:23]/[CH:24]=[N:25]/[S@:26]([C:28]([CH3:31])([CH3:30])[CH3:29])=[O:27])([C:18]([CH3:21])([CH3:20])[CH3:19])([CH3:17])[CH3:16]>C1COCC1.C(Cl)Cl>[Si:15]([O:22][CH2:23][C@@H:24]([NH:25][S@:26]([C:28]([CH3:31])([CH3:30])[CH3:29])=[O:27])[C:11]#[C:10][CH:12]1[CH2:14][CH2:13]1)([C:18]([CH3:21])([CH3:20])[CH3:19])([CH3:17])[CH3:16]. Procedure: 3.0 M ethyl magnesium bromide in Et2O (0.360 mL, 1.081 mmol) was added to a solution of ethynylcyclopropane (71.5 mg, 1.081 mmol) in THF (4 mL). The solution was heated to 50° C. for 1 h, then the resulting Grignard was added to a −78° C. solution of (S,E)-N-(2-((tert-butyldimethylsilyl)oxy)ethylidene)-2-methylpropane-2-sulfinamide (100 mg, 0.360 mmol) in DCM (4.00 mL), and the reaction was allowed to warm to room temperature. After 3h, the reaction was quenched with sat. aq. NH4Cl. The layers w...